describe an organic reaction: reactants, conditions, products, and yield From a dataset of the Open Reaction Database (ORD), a public repository of structured organic reaction records. Reactants: CC(=O)C (Acetone), C(C)(=O)O[BH-](OC(C)=O)OC(C)=O.[Na+] (sodium triacetoxyborohydride), N=1N(C=C2C1CCNCC2)C2=CC=C(C#N)C=C2 (4-(5,6,7,8-Tetrahydropyrazolo[3,4-d]azepin-2(4H)-yl)benzonitrile), CC(=O)C (acetone), C(C)(=O)O[BH-](OC(C)=O)OC(C)=O.[Na+] (sodium triacetoxyborohydride), CO (Methanol). Reagents/catalysts: C(C)(=O)O (acetic acid). Run in ClCCl (dichloromethane). Reaction conditions: time 2 hour. Product: CC(C)N1CCC=2C(CC1)=CN(N2)C2=CC=C(C#N)C=C2 (4-[6-(1-Methylethyl)-5,6,7,8-tetrahydropyrazolo[3,4-d]azepin-2(4H)-yl]benzonitrile). RXN SMILES: [N:1]1[N:2]([C:11]2[CH:18]=[CH:17][C:14]([C:15]#[N:16])=[CH:13][CH:12]=2)[CH:3]=[C:4]2[CH2:10][CH2:9][NH:8][CH2:7][CH2:6][C:5]=12.[CH3:19][C:20]([CH3:22])=O.C(O[BH-](OC(=O)C)OC(=O)C)(=O)C.[Na+].CO>ClCCl.C(O)(=O)C>[CH3:19][CH:20]([N:8]1[CH2:9][CH2:10][C:4]2=[CH:3][N:2]([C:11]3[CH:18]=[CH:17][C:14]([C:15]#[N:16])=[CH:13][CH:12]=3)[N:1]=[C:5]2[CH2:6][CH2:7]1)[CH3:22] |f:2.3|. Procedure: 4-(5,6,7,8-Tetrahydropyrazolo[3,4-d]azepin-2(4H)-yl)benzonitrile (may be prepared as described in Description 11) (assumed 0.148 mmol) was dissolved in dichloromethane (2 ml) and acetic acid (2 drops). Acetone (16 μl, 0.22 mmol) and sodium triacetoxyborohydride (47 mg, 0.22 mmol) were added and the mixture stirred at room temperature for 2 hours. Further aliquots of acetone (32 μl, 0.44 mmol) and sodium triacetoxyborohydride (47 mg, 0.22 mmol) were added and stirring continued for a further 70 h... Reactants: ClC1=C(C(=CC=C1)Cl)C(CN)O[Si](CC)(CC)CC (2-(2,6-dichlorophenyl)-2-((triethylsilyl)oxy)ethanamine), CC1(CCC1)C=O (1-methylcyclobutanecarbaldehyde), [BH-](OC(=O)C)(OC(=O)C)OC(=O)C.[Na+] (NaBH(OAc)3). The solvent is C(Cl)Cl (DCM). Reaction conditions: time 45 minute. Product: ClC1=C(C(=CC=C1)Cl)C(CNCC1(CCC1)C)O[Si](CC)(CC)CC (2-(2,6-dichlorophenyl)-N-((1-methylcyclobutyl)methyl)-2-((triethylsilyl)oxy)ethanamine). Isolated yield 56.7%. RXN SMILES: [CH3:1][C:2]1([CH:6]=O)[CH2:5][CH2:4][CH2:3]1.[Cl:8][C:9]1[CH:14]=[CH:13][CH:12]=[C:11]([Cl:15])[C:10]=1[CH:16]([O:19][Si:20]([CH2:25][CH3:26])([CH2:23][CH3:24])[CH2:21][CH3:22])[CH2:17][NH2:18].[BH-](OC(C)=O)(OC(C)=O)OC(C)=O.[Na+]>C(Cl)Cl>[Cl:8][C:9]1[CH:14]=[CH:13][CH:12]=[C:11]([Cl:15])[C:10]=1[CH:16]([O:19][Si:20]([CH2:21][CH3:22])([CH2:25][CH3:26])[CH2:23][CH3:24])[CH2:17][NH:18][CH2:6][C:2]1([CH3:1])[CH2:3][CH2:4][CH2:5]1 |f:2.3|. Procedure details: To a mixture of 1-methylcyclobutanecarbaldehyde (38.3 mg, 0.390 mmol) in DCM (2.0 ml) was added 2-(2,6-dichlorophenyl)-2-((triethylsilyl)oxy)ethanamine (125 mg, 0.390 mmol) followed by NaBH(OAc)3 (124 mg, 0.585 mmol). After 45 min, this was quenched with sat. aq. NaHCO3. The layers were separated. The aqueous layer was extracted with DCM. The combined organic layers were concentrated and then purified by prep TLC eluted with 5% MeOH/DCM to provide 2-(2,6-dichlorophenyl)-N-((1-methylcyclobutyl)me... Starting materials: COC(=O)CN1C(=O)C(N)CN(C(=O)CCc2ccccc2)c2ccccc21, CC(=O)[O-], CO, CCOC(C)=O, O=Cc1ccccc1, ClCCl, Cl, Cl, [Na+]. RXN SMILES: [CH3:2][O:3][C:4]([CH2:5][N:6]1[C:7](=[O:28])[CH:8]([NH2:27])[CH2:9][N:10]([C:17]([CH2:18][CH2:19][c:20]2[cH:21][cH:22][cH:23][cH:24][cH:25]2)=[O:26])[c:11]2[c:12]1[cH:13][cH:14][cH:15][cH:16]2)=[O:29].[CH3:39][C:40](=[O:41])[O-:42].[CH3:44][OH:45].[CH3:46][CH2:47][O:48][C:49]([CH3:50])=[O:51].[CH:30](=[O:31])[c:32]1[cH:33][cH:34][cH:35][cH:36][cH:37]1.[Cl:52][CH2:53][Cl:54].[ClH:1].[ClH:43].[Na+:38]>>[CH3:2][O:3][C:4]([CH2:5][N:6]1[C:7](=[O:28])[CH:8]([NH:27][CH2:30][c:32]2[cH:33][cH:34][cH:35][cH:36][cH:37]2)[CH2:9][N:10]([C:17]([CH2:18][CH2:19][c:20]2[cH:21][cH:22][cH:23][cH:24][cH:25]2)=[O:26])[c:11]2[c:12]1[cH:13][cH:14][cH:15][cH:16]2)=[O:29]. The product is COC(=O)CN1C(=O)C(NCc2ccccc2)CN(C(=O)CCc2ccccc2)c2ccccc21. The reactants are FC=1C=C2C(=CNC2=CC1)C(=O)NC1CCNCC1 (5-fluoro-N-(4-piperidyl)indole-3-carboxamide), ice, C1(=CC=CC=C1)CCBr (2-phenylethylbromide), C([O-])([O-])=O.[K+].[K+] (potassium carbonate). The solvent is C1(=CC=CC=C1)C (toluene), CN(C=O)C (dimethylformamide). Yields the product FC=1C=C2C(=CNC2=CC1)C(=O)NC1CCN(CC1)CCC1=CC=CC=C1 (5-fluoro-N-[1-(2-phenylethyl)-4-piperidyl]indole-3-carboxamide). Reaction SMILES: [F:1][C:2]1[CH:3]=[C:4]2[C:8](=[CH:9][CH:10]=1)[NH:7][CH:6]=[C:5]2[C:11]([NH:13][CH:14]1[CH2:19][CH2:18][NH:17][CH2:16][CH2:15]1)=[O:12].[C:20]1([CH2:26][CH2:27]Br)[CH:25]=[CH:24][CH:23]=[CH:22][CH:21]=1.C(=O)([O-])[O-].[K+].[K+]>C1(C)C=CC=CC=1.CN(C)C=O>[F:1][C:2]1[CH:3]=[C:4]2[C:8](=[CH:9][CH:10]=1)[NH:7][CH:6]=[C:5]2[C:11]([NH:13][CH:14]1[CH2:19][CH2:18][N:17]([CH2:27][CH2:26][C:20]2[CH:25]=[CH:24][CH:23]=[CH:22][CH:21]=2)[CH2:16][CH2:15]1)=[O:12] |f:2.3.4|. Procedure details: To a solution of 0.6 g of 5-fluoro-N-(4-piperidyl)indole-3-carboxamide in a mixture of 50 ml of toluene and 10 ml of dimethylformamide were added 0.43 g of 2-phenylethylbromide and 1 g of potassium carbonate, and the whole mixture was stirred while heating and refluxing for 7 hours. After cooling, to the reaction mixture was added 50 ml of ice-cold water and stirred for 1 hour. The precipitated crystals were filtered, and washed with water and ethyl acetate. An organic layer was separated from t... Procedure: tert-Butyl 4-{[1-(4-phenyl-1,3-thiazol-2-yl)-4-piperidinyl]amino}phenethylcarbamate formate (0.40 g 1.04 mmol) was reacted with tert-butyl-(4-oxiranylmethoxy-phenoxy)-diphenyl-silane (0.42 g, 1.04 mmol) according to Procedure G to give the title compound (0.25 g, 0.319 mmol). Starting materials: C(=O)O.C1(=CC=CC=C1)C=1N=C(SC1)N1CCC(CC1)NC1=CC=C(CCNC(OC(C)(C)C)=O)C=C1 (tert-Butyl 4-{[1-(4-phenyl-1,3-thiazol-2-yl)-4-piperidinyl]amino}phenethylcarbamate formate), C(C)(C)(C)[Si](C1=CC=CC=C1)(C1=CC=CC=C1)OC1=CC=C(C=C1)OCC1OC1 (tert-butyl-(4-oxiranylmethoxy-phenoxy)-diphenyl-silane). The yield is 30.7%. As a reaction SMILES: C(O)=O.[C:4]1([C:10]2[N:11]=[C:12]([N:15]3[CH2:20][CH2:19][CH:18]([NH:21][C:22]4[CH:37]=[CH:36][C:25]([CH2:26][CH2:27][NH:28][C:29](=O)OC(C)(C)C)=[CH:24][CH:23]=4)[CH2:17][CH2:16]3)[S:13][CH:14]=2)[CH:9]=[CH:8][CH:7]=[CH:6][CH:5]=1.C([Si]([O:55][C:56]1[CH:61]=[CH:60][C:59]([O:62][CH2:63][CH:64]2C[O:65]2)=[CH:58][CH:57]=1)(C1C=CC=CC=1)C1C=CC=CC=1)(C)(C)C>>[OH:65][C@@H:64]([CH2:29][NH:28][CH2:27][CH2:26][C:25]1[CH:24]=[CH:23][C:22]([NH:21][CH:18]2[CH2:19][CH2:20][N:15]([C:12]3[S:13][CH:14]=[C:10]([C:4]4[CH:5]=[CH:6][CH:7]=[CH:8][CH:9]=4)[N:11]=3)[CH2:16][CH2:17]2)=[CH:37][CH:36]=1)[CH2:63][O:62][C:59]1[CH:60]=[CH:61][C:56]([OH:55])=[CH:57][CH:58]=1 |f:0.1|. The product is O[C@H](COC1=CC=C(C=C1)O)CNCCC1=CC=C(C=C1)NC1CCN(CC1)C=1SC=C(N1)C1=CC=CC=C1 (4-[(2S)-2-Hydroxy-3-(2-{4-[1-(4-phenyl-thiazol-2-yl)-piperidin-4-ylamino]-phenyl]-ethylamino)-propoxy}-phenol).